This data is from the Open Reaction Database (ORD), a public repository of structured organic reaction records. The task is: describe an organic reaction: reactants, conditions, products, and yield The reactants are CCC(CC)O (3-pentanol), [H-].[Na+] (sodium hydride), ClC1=NC(=NC(=C1C)OC1=C(C=C(C=C1C)C)C)C (4-Chloro-2,5-dimethyl-6-(2,4,6-trimethylphenyoxy)-pyrimidine). The solvent is CS(=O)C (DMSO). Reaction conditions: time 5 minute. Product: C(C)C(CC)OC1=NC(=NC(=C1C)OC1=C(C=C(C=C1C)C)C)C (4-(1-Ethyl-propoxy)-2,5-dimethyl-6-(2,4,6-trimethylphenoxy)-pyrimidine). RXN SMILES: [CH3:1][CH2:2][CH:3]([OH:6])[CH2:4][CH3:5].[H-].[Na+].Cl[C:10]1[C:15]([CH3:16])=[C:14]([O:17][C:18]2[C:23]([CH3:24])=[CH:22][C:21]([CH3:25])=[CH:20][C:19]=2[CH3:26])[N:13]=[C:12]([CH3:27])[N:11]=1>CS(C)=O>[CH2:2]([CH:3]([O:6][C:10]1[C:15]([CH3:16])=[C:14]([O:17][C:18]2[C:19]([CH3:26])=[CH:20][C:21]([CH3:25])=[CH:22][C:23]=2[CH3:24])[N:13]=[C:12]([CH3:27])[N:11]=1)[CH2:4][CH3:5])[CH3:1] |f:1.2|. Procedure details: A mixture of 3-pentanol (0.3 ml) and sodium hydride (60% in oil, 32 mg, 0.81 mmol) in DMSO was stirred at room temperature for 5 minutes. 4-Chloro-2,5-dimethyl-6-(2,4,6-trimethylphenyoxy)-pyrimidine (150 mg, 0.54 mmol) was added and the resulting mixture was heated at 150° C. for 5 hours. The mixture was quenched with water and extracted with ethyl acetate. The organic layer was separated, dried and concentrated to give a beige solid. The solid was purified through silica gel column chromatograp... The reactants are [Al+3], CCC(Br)C(=O)Br, Cn1c(=O)sc2ccccc21, [Cl-], [Cl-], [Cl-], S=C=S. Yields the product CCC(Br)C(=O)c1ccc2sc(=O)n(C)c2c1. RXN SMILES: [Al+3:2].[Br:5][CH:6]([C:7](=[O:8])[Br:9])[CH2:10][CH3:11].[CH3:12][n:13]1[c:14](=[O:22])[s:15][c:16]2[c:17]1[cH:18][cH:19][cH:20][cH:21]2.[Cl-:1].[Cl-:3].[Cl-:4].[S:23]=[C:24]=[S:25]>>[Br:5][CH:6]([C:7](=[O:8])[c:19]1[cH:18][c:17]2[n:13]([CH3:12])[c:14](=[O:22])[s:15][c:16]2[cH:21][cH:20]1)[CH2:10][CH3:11]. Starting materials: CC1=NC=NC(=C1C(=O)N1CC2CN(CC2C1)CCC(C1CCNCC1)C1=CC=CC=C1)C ((4,6-dimethyl-pyrimidin-5-yl)-[5-(3-phenyl-3-piperidin-4-yl-propyl)-hexahydro-pyrrolo[3,4-c]pyrrol-2-yl]-methanone), N(=C=O)C1CCCC1 (isocyanato cyclopentane), N(=C=O)C(C)(C)C (2-isocyanato-2-methyl-propane), N(=C=O)CC (isocyanato ethane). Product: C(C)(C)NC(=O)N1CCC(CC1)C(CCN1CC2CN(CC2C1)C(=O)C=1C(=NC=NC1C)C)C1=CC=CC=C1 (4-{3-[5-(4,6-Dimethyl-pyrimidine-5-carbonyl)-hexahydro-pyrrolo[3,4-c]pyrrol-2-yl]-1-phenyl-propyl}-piperidine-1-carboxylic acid isopropylamide). RXN SMILES: [CH3:1][C:2]1[C:7]([C:8]([N:10]2[CH2:17][CH:16]3[CH:12]([CH2:13][N:14]([CH2:18][CH2:19][CH:20]([C:27]4[CH:32]=[CH:31][CH:30]=[CH:29][CH:28]=4)[CH:21]4[CH2:26][CH2:25][NH:24][CH2:23][CH2:22]4)[CH2:15]3)[CH2:11]2)=[O:9])=[C:6]([CH3:33])[N:5]=[CH:4][N:3]=1.[N:34]([C:37](C)([CH3:39])[CH3:38])=[C:35]=[O:36].N(CC)=C=O.N(C1CCCC1)=C=O>>[CH:37]([NH:34][C:35]([N:24]1[CH2:23][CH2:22][CH:21]([CH:20]([C:27]2[CH:32]=[CH:31][CH:30]=[CH:29][CH:28]=2)[CH2:19][CH2:18][N:14]2[CH2:15][CH:16]3[CH:12]([CH2:11][N:10]([C:8]([C:7]4[C:6]([CH3:33])=[N:5][CH:4]=[N:3][C:2]=4[CH3:1])=[O:9])[CH2:17]3)[CH2:13]2)[CH2:26][CH2:25]1)=[O:36])([CH3:39])[CH3:38]. Reported procedure: V-2, V4 and V5 were prepared analogously from (4,6-dimethyl-pyrimidin-5-yl)-[5-(3-phenyl-3-piperidin-4-yl-propyl)-hexahydro-pyrrolo[3,4-c]pyrrol-2-yl]-methanone using 2-isocyanato-2-methyl-propane, isocyanato ethane and isocyanato cyclopentane respectively. Reactants: BrC1=CSC=C1 (3-bromothiophene), C(CCCCCCCCCCC)N (dodecylamine), Cu, [O-]P(=O)([O-])[O-].[K+].[K+].[K+] (K3PO4). Reagents/catalysts: [Cu]I (CuI). Solvent: CN(CCO)C (N,N-dimethylethanolamine). Reaction conditions: temperature 90 celsius, time 2 day. The product is C(CCCCCCCCCCC)NC1=CSC=C1 (3-dodecylaminothiophene). Isolated yield 48.7%. Reaction SMILES: Br[C:2]1[CH:6]=[CH:5][S:4][CH:3]=1.[CH2:7]([NH2:19])[CH2:8][CH2:9][CH2:10][CH2:11][CH2:12][CH2:13][CH2:14][CH2:15][CH2:16][CH2:17][CH3:18].[O-]P([O-])([O-])=O.[K+].[K+].[K+]>[Cu]I.CN(C)CCO>[CH2:7]([NH:19][C:2]1[CH:6]=[CH:5][S:4][CH:3]=1)[CH2:8][CH2:9][CH2:10][CH2:11][CH2:12][CH2:13][CH2:14][CH2:15][CH2:16][CH2:17][CH3:18] |f:2.3.4.5|. Reported procedure: A mixture of 3-bromothiophene (7.20 g, 44.16 mmol), dodecylamine (12.28 g, 166.24 mmol), Cu (0.14 g, 2.21 mmol), CuI (0.42 g, 2.21 mmol), K3PO4 (18.75 g, 88.32 mmol), and N,N-dimethylethanolamine (60 mL) is purged with N2. The reaction mixture is then stirred for 2 days at 90° C. under nitrogen. The reaction mixture is quenched with water and extracted with diethyl ether followed by washing with brine. The organic layer is dried over Na2SO4. The crude compound is purified by column chromatograph... The reactants are CC(C)(C)OC(=O)N1CCCC1COc1cc(OCc2ccccc2)cc2ncnc(Cl)c12, C1CCOC1, CCN(C(C)C)C(C)C, Nc1ccc(F)c(Cl)c1. Product: CC(C)(C)OC(=O)N1CCCC1COc1cc(OCc2ccccc2)cc2ncnc(Nc3ccc(F)c(Cl)c3)c12. As a reaction SMILES: [CH2:1]([c:2]1[cH:3][cH:4][cH:5][cH:6][cH:7]1)[O:8][c:9]1[cH:10][c:11]([O:20][CH2:21][CH:22]2[N:23]([C:27](=[O:28])[O:29][C:30]([CH3:31])([CH3:32])[CH3:33])[CH2:24][CH2:25][CH2:26]2)[c:12]2[c:13]([Cl:19])[n:14][cH:15][n:16][c:17]2[cH:18]1.[CH2:52]1[O:53][CH2:54][CH2:55][CH2:56]1.[CH:43]([N:44]([CH2:45][CH3:46])[CH:47]([CH3:48])[CH3:49])([CH3:50])[CH3:51].[Cl:34][c:35]1[cH:36][c:37]([NH2:38])[cH:39][cH:40][c:41]1[F:42]>>[CH2:1]([c:2]1[cH:3][cH:4][cH:5][cH:6][cH:7]1)[O:8][c:9]1[cH:10][c:11]([O:20][CH2:21][CH:22]2[N:23]([C:27](=[O:28])[O:29][C:30]([CH3:31])([CH3:32])[CH3:33])[CH2:24][CH2:25][CH2:26]2)[c:12]2[c:13]([NH:38][c:37]3[cH:36][c:35]([Cl:34])[c:41]([F:42])[cH:40][cH:39]3)[n:14][cH:15][n:16][c:17]2[cH:18]1. The reagents and catalysts are CN(C=O)C (dimethyl formamide). Product: COC1(CCCCC1)C(=O)Cl (methoxycyclohexane carboxylic acid chloride). As a reaction SMILES: [CH3:1][O:2][C:3]1([C:9]([OH:11])=O)[CH2:8][CH2:7][CH2:6][CH2:5][CH2:4]1.S(Cl)([Cl:14])=O>CN(C)C=O>[CH3:1][O:2][C:3]1([C:9]([Cl:14])=[O:11])[CH2:8][CH2:7][CH2:6][CH2:5][CH2:4]1. Procedure details: 76 g (480 mmoles) of 4 methoxycyclohexane carboxylic acid (cis/trans mixture) were boiled for 7 hours with refluxing in 350 ml of thionyl chloride to which several drops of dimethyl formamide had been added. The obtained 4 methoxycyclohexane carboxylic acid chloride was composed almost completely of the trans compound. After distilling off of the thionyl chloride the residue was incorporated into 75 ml of dry tetrahydrofuran. At a temperature of from 0° to 5° C. this solution was slowly added dr... Reactants: 4, COC1(CCCCC1)C(=O)O (methoxycyclohexane carboxylic acid), S(=O)(Cl)Cl (thionyl chloride).